This data is from the Open Reaction Database (ORD), a public repository of structured organic reaction records. The task is: describe an organic reaction: reactants, conditions, products, and yield Reactants: Brc1ncn(-c2ccc(Nc3nccc(-c4cccc(N5CCOCC5)c4)n3)cc2)n1, C=C[Sn](CCCC)(CCCC)CCCC, Cc1ccccc1, CN(C)C=O, c1ccc(P(c2ccccc2)(c2ccccc2)[Pd](P(c2ccccc2)(c2ccccc2)c2ccccc2)(P(c2ccccc2)(c2ccccc2)c2ccccc2)P(c2ccccc2)(c2ccccc2)c2ccccc2)cc1. Product: C=Cc1ncn(-c2ccc(Nc3nccc(-c4cccc(N5CCOCC5)c4)n3)cc2)n1. As a reaction SMILES: [Br:1][c:2]1[n:3][n:4](-[c:7]2[cH:8][cH:9][c:10]([NH:13][c:14]3[n:15][cH:16][cH:17][c:18](-[c:20]4[cH:21][c:22]([N:26]5[CH2:27][CH2:28][O:29][CH2:30][CH2:31]5)[cH:23][cH:24][cH:25]4)[n:19]3)[cH:11][cH:12]2)[cH:5][n:6]1.[CH2:32]([CH2:33][CH2:45][CH3:46])[Sn:34]([CH2:35][CH2:36][CH2:37][CH3:38])([CH2:39][CH2:40][CH2:41][CH3:42])[CH:43]=[CH2:44].[CH3:47][c:48]1[cH:49][cH:50][cH:51][cH:52][cH:53]1.[O:131]=[CH:132][N:133]([CH3:134])[CH3:135].[cH:54]1[cH:55][cH:56][c:57]([P:58]([Pd:59]([P:60]([c:61]2[cH:62][cH:63][cH:64][cH:65][cH:66]2)([c:67]2[cH:68][cH:69][cH:70][cH:71][cH:72]2)[c:73]2[cH:74][cH:75][cH:76][cH:77][cH:78]2)([P:79]([c:80]2[cH:81][cH:82][cH:83][cH:84][cH:85]2)([c:86]2[cH:87][cH:88][cH:89][cH:90][cH:91]2)[c:92]2[cH:93][cH:94][cH:95][cH:96][cH:97]2)[P:98]([c:99]2[cH:100][cH:101][cH:102][cH:103][cH:104]2)([c:105]2[cH:106][cH:107][cH:108][cH:109][cH:110]2)[c:111]2[cH:112][cH:113][cH:114][cH:115][cH:116]2)([c:117]2[cH:118][cH:119][cH:120][cH:121][cH:122]2)[c:123]2[cH:124][cH:125][cH:126][cH:127][cH:128]2)[cH:129][cH:130]1>>[c:2]1([CH:32]=[CH2:33])[n:3][n:4](-[c:7]2[cH:8][cH:9][c:10]([NH:13][c:14]3[n:15][cH:16][cH:17][c:18](-[c:20]4[cH:21][c:22]([N:26]5[CH2:27][CH2:28][O:29][CH2:30][CH2:31]5)[cH:23][cH:24][cH:25]4)[n:19]3)[cH:11][cH:12]2)[cH:5][n:6]1. Starting materials: O=C(NC1=CC=CC=2C=CC=CC21)CCCCC. Reagents/catalysts: O1C=2C=CC=3C=CC=CC3C2C4=C(OP1OC=5C=CC=6C=CC=CC6C5C7=C(O[Si](C(C)C)(C(C)C)C(C)C)C=CC=8C=CC=CC87)C=CC=9C=CC=CC94, O=C(NC1=CC=CC=C1C2=CN=CC=C2)NC3CCCCC3, O1B(OC(C)(C)C1(C)C)B2OC(C)(C)C(O2)(C)C, N=1C(=CC=CC1C)C, C[OH2+].C[OH2+].C1CC=CCCC=C1.C1CC=CCCC=C1.[Ir].[Ir]. Run in C=1C=CC(=CC1)C, O(C)C1CCCC1. Reaction conditions: temperature 25 celsius, time 48 hour. The product is O=C(NC1=CC=CC=2C=CC=CC21)CCC(B3OC(C)(C)C(O3)(C)C)CC. The yield is 85.0%. Reactants: NC=1C(=CNC1C(=O)OCC)C1CCN(CC1)C(=O)OC(C)(C)C (tert-Butyl 4-[4-amino-5-(ethoxycarbonyl)-1H-pyrrol-3-yl]piperidine-1-carboxylate), C(C)(=O)O.C(=N)N (formamidine acetate). Run in C(C)O (ethanol). The product is O=C1C2=C(N=CN1)C(=CN2)C2CCN(CC2)C(=O)OC(C)(C)C (tert-butyl 4-(4-oxo-4,5-dihydro-3H-pyrrolo[3,2-d]pyrimidin-7-yl)piperidine-1-carboxylate). The yield is 102.9%. RXN SMILES: [NH2:1][C:2]1[C:3]([CH:12]2[CH2:17][CH2:16][N:15]([C:18]([O:20][C:21]([CH3:24])([CH3:23])[CH3:22])=[O:19])[CH2:14][CH2:13]2)=[CH:4][NH:5][C:6]=1[C:7]([O:9]CC)=O.C(O)(=O)C.[CH:29](N)=[NH:30]>C(O)C>[O:9]=[C:7]1[NH:30][CH:29]=[N:1][C:2]2[C:3]([CH:12]3[CH2:17][CH2:16][N:15]([C:18]([O:20][C:21]([CH3:23])([CH3:24])[CH3:22])=[O:19])[CH2:14][CH2:13]3)=[CH:4][NH:5][C:6]1=2 |f:1.2|. Reported procedure: tert-Butyl 4-[4-amino-5-(ethoxycarbonyl)-1H-pyrrol-3-yl]piperidine-1-carboxylate (466 mg, 1.38 mmol) was dissolved in ethanol (8 mL), and then formamidine acetate (863 mg, 8.29 mmol) was added, followed by heating under reflux for 14 hours. The reaction liquid was cooled, and the precipitated solid was filtered and washed with ethanol to give tert-butyl 4-(4-oxo-4,5-dihydro-3H-pyrrolo[3,2-d]pyrimidin-7-yl)piperidine-1-carboxylate (452 mg, >1000) as a pale yellow solid. The reactants are C1(CC1)C(C(=O)O)(C)NS(=O)(=O)C1=C(C=CC=C1)[N+](=O)[O-] (cyclopropyl-2-(2-nitro-benzenesulfonylamino)-propionic acid), COC([C@H](CC1=CC2=CC=CC=C2C=C1)N)=O (2-(S)-amino-3-naphthalen-2-yl-propionic acid methyl ester), CN1CCOCC1 (N-methylmorpholine), ON1N=NC2=C1C=CC=C2 (1-hydroxybenzotriazole), CN(CCCN=C=NCC)C (1-(3-dimethylaminopropyl)-3-ethylcarbodiimide). The solvent is CN(C)C=O (DMF). Conditions: time 4 hour. Yields the product COC(C(CC1=CC2=CC=CC=C2C=C1)NC(C(CC1CC1)NS(=O)(=O)C1=C(C=CC=C1)[N+](=O)[O-])=O)=O (2-[3-cyclopropyl-2-(2-nitro-benzenesulfonylamino)-propionylamino]-3-naphthalen-2-yl-propionic acid methyl ester). Yield: 85.1%. As a reaction SMILES: [CH:1]1([C:4]([NH:9][S:10]([C:13]2[CH:18]=[CH:17][CH:16]=[CH:15][C:14]=2[N+:19]([O-:21])=[O:20])(=[O:12])=[O:11])(C)[C:5]([OH:7])=O)[CH2:3][CH2:2]1.[CH3:22][O:23][C:24](=[O:38])[C@@H:25]([NH2:37])[CH2:26][C:27]1[CH:36]=[CH:35][C:34]2[C:29](=[CH:30][CH:31]=[CH:32][CH:33]=2)[CH:28]=1.[CH3:39]N1CCOCC1.ON1C2C=CC=CC=2N=N1.CN(C)CCCN=C=NCC>CN(C=O)C>[CH3:22][O:23][C:24](=[O:38])[CH:25]([NH:37][C:5](=[O:7])[CH:4]([NH:9][S:10]([C:13]1[CH:18]=[CH:17][CH:16]=[CH:15][C:14]=1[N+:19]([O-:21])=[O:20])(=[O:11])=[O:12])[CH2:1][CH:3]1[CH2:2][CH2:39]1)[CH2:26][C:27]1[CH:36]=[CH:35][C:34]2[C:29](=[CH:30][CH:31]=[CH:32][CH:33]=2)[CH:28]=1. Procedure details: To a solution of cyclopropyl-2-(2-nitro-benzenesulfonylamino)-propionic acid (7.74 mmol) in DMF (10 mL) are added 2-(S)-amino-3-naphthalen-2-yl-propionic acid methyl ester (3.1 g, 11.7 mmol), N-methylmorpholine (4.67 g, 46.27 mmol), 1-hydroxybenzotriazole (17.76 mmol) and 1-(3-dimethylaminopropyl)-3-ethylcarbodiimide (1.93 g, 10.07 mmol) consecutively. The resulting mixture is stirred for 4 hours, quenched with aqueous NH4Cl and extracted with ethyl acetate. The combined extracts are dried over ... Procedure: A solution of 2.15 (0.036 g, 0.08 mmol) in CH2Cl2 (4 mL) was cooled to -78° C., treated with boron trichloride (1.0M in dichloromethane, 0.24 mL, 0.24 mmol), and stirred at that temperature for 1.5 h. The reaction mixture was quenched by the slow addition of a saturated NaHCO3 solution (0.3 mL) at -78° C., and immediately partitioned between ice-cold ether and a pH 7 buffer solution. The organic layer was washed five times with the pH 7 buffer solution, dried (Na2SO4), and concentrated to give a... Reaction SMILES: C([O:8][CH2:9][C@:10]1([CH2:16][O:17][C:18](=[O:32])[CH2:19][CH2:20][CH2:21][CH2:22][CH2:23][CH2:24][CH2:25][CH2:26][CH2:27][CH2:28][CH2:29][CH2:30][CH3:31])[O:14][C:13](=[O:15])[CH2:12][CH2:11]1)C1C=CC=CC=1.B(Cl)(Cl)Cl>C(Cl)Cl>[C:18]([O:17][CH2:16][C@@:10]1([CH2:9][OH:8])[O:14][C:13](=[O:15])[CH2:12][CH2:11]1)(=[O:32])[CH2:19][CH2:20][CH2:21][CH2:22][CH2:23][CH2:24][CH2:25][CH2:26][CH2:27][CH2:28][CH2:29][CH2:30][CH3:31]. Starting materials: C(C1=CC=CC=C1)OC[C@]1(CCC(O1)=O)COC(CCCCCCCCCCCCC)=O ((R)-5-[(Benzyloxy)methyl]-5-[(tetradecanoyloxy) methyl]-tetrahydro-2-furanone), B(Cl)(Cl)Cl (boron trichloride). Product: C(CCCCCCCCCCCCC)(=O)OC[C@@]1(CCC(O1)=O)CO ((R)-5-[(tetradecanoyloxy)methyl]-5-(hydroxymethyl)-tetrahydro-2-furanone). Conditions: time 1.5 hour. Run in C(Cl)Cl (CH2Cl2). Yield: 84.2%.